This data is from the Open Reaction Database (ORD), a public repository of structured organic reaction records. The task is: describe an organic reaction: reactants, conditions, products, and yield The reactants are C=CC(=O)NCCC, CC1=C2CCNCC2c2ccccc21, Cl. Yields the product CCCNC(=O)CCN1CCC2=C(C)c3ccccc3C2C1. Reaction SMILES: [C:15]([CH:16]=[CH2:17])(=[O:18])[NH:19][CH2:20][CH2:21][CH3:22].[CH3:1][C:2]1=[C:14]2[CH:9]([c:8]3[c:3]1[cH:4][cH:5][cH:6][cH:7]3)[CH2:10][NH:11][CH2:12][CH2:13]2.[ClH:23]>>[CH3:1][C:2]1=[C:14]2[CH:9]([c:8]3[c:3]1[cH:4][cH:5][cH:6][cH:7]3)[CH2:10][N:11]([CH2:17][CH2:16][C:15](=[O:18])[NH:19][CH2:20][CH2:21][CH3:22])[CH2:12][CH2:13]2. Starting materials: C(C1=CC=CC=C1)OC1=C(N=C(N(C1=O)CCC(=O)OC)S(=O)(=O)C)C(=O)[O-] (5-benzyloxy-1-(2-methoxycarbonylethyl)-2-methylsulfonyl-6-oxo-1,6-dihydro-pyrimidine-4-carboxylate), solution, CN (methylamine), O1CCCC1 (tetrahydrofuran), O1CCCC1 (tetrahydrofuran). Conditions: temperature 22 celsius, time 1 hour. The product is C(C1=CC=CC=C1)OC1=C(N=C2N(C1=O)CCC(N2C)=O)C(=O)OCC (Ethyl 3-benzyloxy-9-methyl-4,8-dioxo-6,7,8,9-tetrahydro-4H-pyrimido[1,2-a]pyrimidine-2-carboxylate). The yield is 77.0%. As a reaction SMILES: [CH2:1]([O:8][C:9]1[C:14](=[O:15])[N:13]([CH2:16][CH2:17][C:18]([O:20]C)=O)[C:12](S(C)(=O)=O)=[N:11][C:10]=1[C:26]([O-:28])=[O:27])[C:2]1[CH:7]=[CH:6][CH:5]=[CH:4][CH:3]=1.[CH3:29][NH2:30].O1[CH2:35][CH2:34]CC1>>[CH2:1]([O:8][C:9]1[C:14](=[O:15])[N:13]2[CH2:16][CH2:17][C:18](=[O:20])[N:30]([CH3:29])[C:12]2=[N:11][C:10]=1[C:26]([O:28][CH2:34][CH3:35])=[O:27])[C:2]1[CH:3]=[CH:4][CH:5]=[CH:6][CH:7]=1. Procedure: A solution of ethyl intermediate 9, 5-benzyloxy-1-(2-methoxycarbonylethyl)-2-methylsulfonyl-6-oxo-1,6-dihydro-pyrimidine-4-carboxylate, (0.594 g, 1.35 mmol) in tetrahydrofuran (10 ml) was treated with 10 ml (20 mmol) of a 2M solution of methylamine in tetrahydrofuran and the resulting mixture stirred at 22° C. for 1 h. The solvent was then evaporated in vacuo and the residue diluted with toluene and heated under reflux for 2.5 h. The reaction mixture was then diluted with ethyl acetate washed su... The reactants are C(C)(C)(C)C=1C=C(C=C(C1OC)N1CCOCC1)C(C)=O (1-[3-(tert-butyl)-4-methoxy-5-morpholinophenyl]-1-ethanone), BrN1C(CCC1=O)=O (N-bromosuccinimide), CCOCC (ether). Run in O1CCCC1 (tetrahydrofuran), C(C)N(CC)CC (triethylamine), tert-butyl dimethylsilyltrifluoromethanesulfonate. Run at time 30 minute. Product: BrCC(=O)C1=CC(=C(C(=C1)N1CCOCC1)OC)C(C)(C)C (2-Bromo-1-[3-(tert-butyl)-4-methoxy-5-morpholinophenyl]-1-ethanone). Isolated yield 34.9%. As a reaction SMILES: [C:1]([C:5]1[CH:6]=[C:7]([C:19](=[O:21])[CH3:20])[CH:8]=[C:9]([N:13]2[CH2:18][CH2:17][O:16][CH2:15][CH2:14]2)[C:10]=1[O:11][CH3:12])([CH3:4])([CH3:3])[CH3:2].[Br:22]N1C(=O)CCC1=O.CCOCC>O1CCCC1.C(N(CC)CC)C>[Br:22][CH2:20][C:19]([C:7]1[CH:8]=[C:9]([N:13]2[CH2:14][CH2:15][O:16][CH2:17][CH2:18]2)[C:10]([O:11][CH3:12])=[C:5]([C:1]([CH3:4])([CH3:2])[CH3:3])[CH:6]=1)=[O:21]. Reported procedure: After dissolving the 1-[3-(tert-butyl)-4-methoxy-5-morpholinophenyl]-1-ethanone (76 g) in tetrahydrofuran (600 ml), triethylamine (110 ml) and tert-butyl dimethylsilyltrifluoromethanesulfonate (75 ml) was added dropwise while cooling on ice. The reaction mixture was stirred for 30 minutes while cooling on ice and then N-bromosuccinimide (70 g) was gradually added. After stirring the reaction mixture for 30 minutes, 2 l of ether was added and the mixture was washed twice with water. The organic l... Reactants: CC(C(=O)OCCCCCCCCCCCOC(C1=C(C=CC(=C1)OC(C1=CC=C(C=C1)\C=C\C(=O)OC)=O)O)=O)=C ((E)-2-hydroxy-5-[4-(2-methoxycarbonylvinyl)benzoyloxy]benzoic acid 11-(2-methylacryloyloxy)undecyl ester), C(CC)C1=CC=C(C(=O)O)C=C1 (4-propylbenzoic acid), Cl.CN(CCCN=C=NCC)C (N-(3-dimethylaminopropyl)-N′-ethylcarbodiimide hydrochloride). The reagents and catalysts are CN(C1=CC=NC=C1)C (4-dimethylaminopyridine). The solvent is ClCCl (dichloromethane), ClCCl (dichloromethane). The product is CC(C(=O)OCCCCCCCCCCCOC(C1=C(C=CC(=C1)OC(C1=CC=C(C=C1)\C=C\C(=O)OC)=O)OC(C1=CC=C(C=C1)CCC)=O)=O)=C ((E)-5-[4-(2-methoxycarbonylvinyl)benzoyloxy]-2-(4-propylbenzoyloxy)benzoic acid 11-(2-methylacryloyloxy)undecyl ester). The yield is 79.2%. RXN SMILES: [CH3:1][C:2](=[CH2:42])[C:3]([O:5][CH2:6][CH2:7][CH2:8][CH2:9][CH2:10][CH2:11][CH2:12][CH2:13][CH2:14][CH2:15][CH2:16][O:17][C:18](=[O:41])[C:19]1[CH:24]=[C:23]([O:25][C:26](=[O:39])[C:27]2[CH:32]=[CH:31][C:30](/[CH:33]=[CH:34]/[C:35]([O:37][CH3:38])=[O:36])=[CH:29][CH:28]=2)[CH:22]=[CH:21][C:20]=1[OH:40])=[O:4].[CH2:43]([C:46]1[CH:54]=[CH:53][C:49]([C:50](O)=[O:51])=[CH:48][CH:47]=1)[CH2:44][CH3:45].Cl.CN(C)CCCN=C=NCC>CN(C)C1C=CN=CC=1.ClCCl>[CH3:42][C:2](=[CH2:1])[C:3]([O:5][CH2:6][CH2:7][CH2:8][CH2:9][CH2:10][CH2:11][CH2:12][CH2:13][CH2:14][CH2:15][CH2:16][O:17][C:18](=[O:41])[C:19]1[CH:24]=[C:23]([O:25][C:26](=[O:39])[C:27]2[CH:28]=[CH:29][C:30](/[CH:33]=[CH:34]/[C:35]([O:37][CH3:38])=[O:36])=[CH:31][CH:32]=2)[CH:22]=[CH:21][C:20]=1[O:40][C:50](=[O:51])[C:49]1[CH:53]=[CH:54][C:46]([CH2:43][CH2:44][CH3:45])=[CH:47][CH:48]=1)=[O:4] |f:2.3|. Reported procedure: 1.0 g (1.72 mmol) (E)-2-hydroxy-5-[4-(2-methoxycarbonylvinyl)benzoyloxy]benzoic acid 11-(2-methylacryloyloxy)undecyl ester, 0.37 g (2.24 mmol) 4-propylbenzoic acid and 58 mg (0.47 mmol) 4-dimethylaminopyridine were dissolved in 20 ml of dichloromethane. A suspension of 0.43g (2.24 mmol) N-(3-dimethylaminopropyl)-N′-ethylcarbodiimide hydrochloride and 10 ml dichloromethane were added dropwise in the course of 45 minutes. After 65 hour at room temperature the reaction mixture was partitioned betwe... The reactants are FC1=C(C2=C(NC(CO2)C)C=C1)F (7,8-difluoro-2,3-dihydro-3-methyl-4H-1,4-benzoxazine), s-(-)-7,8-difluoro-2,3-dihydro-3-methyl-4H-1,4-benzoxazine, FC1=C(N)C=CC(=C1F)F (2,3,4-trifluoroaniline), FC1=C(C(=C(C=C1)[N+](=O)[O-])F)F (trifluoronitrobenzene), OCC(C)=O (hydroxyacetone), OCC(C)=O (hydroxyacetone). Product: OCC(C)NC1=C(C(=C(C=C1)F)F)F (N-(3-hydroxy-2-propyl)-2,3,4-trifluoroaniline). As a reaction SMILES: [F:1][C:2]1[CH:12]=[CH:11][C:5]2[NH:6][CH:7]([CH3:10])[CH2:8][O:9][C:4]=2[C:3]=1[F:13].[F:14]C1C(F)=C(F)C=CC=1N.FC1C=CC([N+]([O-])=O)=C(F)C=1F.OCC(=O)C>>[OH:9][CH2:8][CH:7]([NH:6][C:5]1[CH:11]=[CH:12][C:2]([F:1])=[C:3]([F:13])[C:4]=1[F:14])[CH3:10]. Reported procedure: A method for the preparation of 7,8-difluoro-2,3-dihydro-3-methyl-4H-1,4-benzoxazine either as the optically active s-(-)-7,8-difluoro-2,3-dihydro-3-methyl-4H-1,4-benzoxazine or the racemic mixture. The process of the invention comprises the reaction of 2,3,4-trifluoroaniline or trifluoronitrobenzene with hydroxyacetone or a hydroxyacetone derivative under reducing condition to yield N-(3-hydroxy-2-propyl)-2,3,4-trifluoroaniline derivative. The N-(3-hydroxy-2-propyl)-2,3,4-trifluoroaniline is tr... Reactants: [OH-].[K+] (potassium hydroxide), SC1=NNC=N1 (3-mercapto-1,2,4-triazole), diazonium salt, N(=O)[O-].[Na+] (sodium nitrite), Cl (HCl), FC(COC1=C(N)C=CC=C1)(F)F (2-(2,2,2trifluoroethoxy)aniline). The solvent is O (water), O (water), O (water). Reaction conditions: temperature 0 celsius, time 1 hour. The product is FC(COC1=C(C=CC=C1)SC1=NNC=N1)(F)F (3-[2-(2,2,2-trifluoroethoxy) phenylthio]-1, 2, 4-triazole). As a reaction SMILES: Cl.[F:2][C:3]([F:14])([F:13])[CH2:4][O:5][C:6]1[CH:12]=[CH:11][CH:10]=[CH:9][C:7]=1N.N([O-])=O.[Na+].[OH-].[K+].[SH:21][C:22]1[N:26]=[CH:25][NH:24][N:23]=1>O>[F:2][C:3]([F:14])([F:13])[CH2:4][O:5][C:6]1[CH:12]=[CH:11][CH:10]=[CH:9][C:7]=1[S:21][C:22]1[N:26]=[CH:25][NH:24][N:23]=1 |f:2.3,4.5|. Procedure details: A 200-ml round-bottom flask is charged with conc. HCl (4 ml) and water (40 ml), and 2-(2,2,2trifluoroethoxy)aniline (3.82 g) is added. The resulting solution is cooled at a temperature of not more than 5° C. and an aqueous solution consisting of sodium nitrite (1.7 g) dissolved in water (10 ml) is added dropwise with tile temperature held at 4° C. or below, followed by stirring For one hour. In a separate step, 3-mercapto-1,2,4-triazole (4.5 g) and potassium hydroxide (2.2 g) is dissolved in wat... Reactants: ice, N(CCO)CCO (diethanolamine), S(=O)(=O)(C1=CC=C(C)C=C1)Cl (tosyl chloride). Yield: 85.0%. Solvent: N1=CC=CC=C1 (pyridine), N1=CC=CC=C1 (pyridine). The product is S(=O)(=O)(C1=CC=C(C)C=C1)N(CCOS(=O)(=O)C1=CC=C(C)C=C1)CCOS(=O)(=O)C1=CC=C(C)C=C1 (N-tosyl-bis(2-tosyloxyethyl)amine). Reaction SMILES: [NH:1]([CH2:5][CH2:6][OH:7])[CH2:2][CH2:3][OH:4].[S:8](Cl)([C:11]1[CH:17]=[CH:16][C:14]([CH3:15])=[CH:13][CH:12]=1)(=[O:10])=[O:9]>N1C=CC=CC=1>[S:8]([N:1]([CH2:5][CH2:6][O:7][S:8]([C:11]1[CH:17]=[CH:16][C:14]([CH3:15])=[CH:13][CH:12]=1)(=[O:10])=[O:9])[CH2:2][CH2:3][O:4][S:8]([C:11]1[CH:17]=[CH:16][C:14]([CH3:15])=[CH:13][CH:12]=1)(=[O:10])=[O:9])([C:11]1[CH:17]=[CH:16][C:14]([CH3:15])=[CH:13][CH:12]=1)(=[O:10])=[O:9]. Reported procedure: A solution of 32.5 g (0.31 mole) of diethanolamine in 60 cm3 of pyridine are added slowly to a solution of 185 g (0.97 mole) of tosyl chloride in 220 cm3 of pyridine at 0° C. so that the temperature does not exceed 5° C. After the addition is complete, the mixture is maintained at this temperature for 1 h, then it is poured into 220 cm3 of ice-cold water with vigorous stirring. After filtration, washing and drying 148.4 g of precipitate are obtained (yield 85%; Rf=0.6 silica/CH2Cl2 /acetone/98/2...